From a dataset of the Open Reaction Database (ORD), a public repository of structured organic reaction records. describe an organic reaction: reactants, conditions, products, and yield Starting materials: [OH-].[Na+] (sodium hydroxide), COC1=C(C=C(C(=C1)C)O)N1C(OCC1)=O (N-(2-methoxy-4-methyl-5-hydroxyphenyl)-1,3-oxazolidin-2-one), O (water). Solvent: C(C)(=O)O (acetic acid). Reaction conditions: temperature 70 celsius, time 1 hour. The product is CC1=C(C=C(C(=C1)OC)NCCO)O (2-methyl-4-methoxy-5-(β-hydroxyethylamino)phenol). Yield: 45.2%. As a reaction SMILES: [OH-].[Na+].[CH3:3][O:4][C:5]1[CH:10]=[C:9]([CH3:11])[C:8]([OH:12])=[CH:7][C:6]=1[N:13]1[CH2:17][CH2:16][O:15]C1=O.O>C(O)(=O)C>[CH3:11][C:9]1[CH:10]=[C:5]([O:4][CH3:3])[C:6]([NH:13][CH2:17][CH2:16][OH:15])=[CH:7][C:8]=1[OH:12] |f:0.1|. Procedure: 10 ml of 5N sodium hydroxide was heated to 70° C., and 2.76 g (12.4 mmol) of N-(2-methoxy-4-methyl-5-hydroxyphenyl)-1,3-oxazolidin-2-one was added thereto, and then the resulting mixture was stirred at 70° C. for 1 hour. After allowing to cool, 40 ml of water was poured into the reaction mixture, and acetic acid was added thereto until no further crystals were precipitated. The crystals were filtered, washed with water and recrystallized from the solvent mixture of water/ethanol (4:1, by volume)... Starting materials: CN(CCN(C#N)C1=NC=CN=C1)C (N-(2-Dimethylaminoethyl)-N-(2-pyrazinyl)cyanamide), [OH-].[Na+] (sodium hydroxide). The solvent is Cl (hydrochloric acid). Conditions: time 1 hour. The product is CN(CCN(C(=O)N)C1=NC=CN=C1)C (N-(2-dimethylaminoethyl)-N-(2-pyrazinyl)urea). RXN SMILES: [CH3:1][N:2]([CH3:14])[CH2:3][CH2:4][N:5]([C:8]1[CH:13]=[N:12][CH:11]=[CH:10][N:9]=1)[C:6]#[N:7].[OH-:15].[Na+]>Cl>[CH3:1][N:2]([CH3:14])[CH2:3][CH2:4][N:5]([C:8]1[CH:13]=[N:12][CH:11]=[CH:10][N:9]=1)[C:6]([NH2:7])=[O:15] |f:1.2|. Procedure details: N-(2-Dimethylaminoethyl)-N-(2-pyrazinyl)cyanamide (2.83 g., 0.015 mole) is dissolved in 20 ml of 6N hydrochloric acid. After one hour, the mixture is made alkaline with concentrated sodium hydroxide and concentrated. The residue is extracted with ether which is concentrated. The residue is crystallized from butyl chloride and N-(2-dimethylaminoethyl)-N-(2-pyrazinyl)urea melting at 105°-108° C. is obtained. Starting materials: C(Cl)Cl (CH2Cl2), Cl.Cl.O1CCC(CC1)N1CCNCC1 (1-(tetrahydro-2H-pyran-4-yl)piperazine dihydrochloride), N#CBr (cyanic bromide), C(=O)(O)[O-].[Na+] (NaHCO3). Run in C(C)O (Ethanol). Yields the product O1CCC(CC1)N1CCN(CC1)C#N (4-(tetrahydro-2H-pyran-4-yl)piperazine-1-carbonitrile). Yield: 131.3%. RXN SMILES: Cl.Cl.[O:3]1[CH2:8][CH2:7][CH:6]([N:9]2[CH2:14][CH2:13][NH:12][CH2:11][CH2:10]2)[CH2:5][CH2:4]1.C([O-])(O)=O.[Na+].[N:20]#[C:21]Br.C(Cl)Cl>C(O)C>[O:3]1[CH2:8][CH2:7][CH:6]([N:9]2[CH2:14][CH2:13][N:12]([C:21]#[N:20])[CH2:11][CH2:10]2)[CH2:5][CH2:4]1 |f:0.1.2,3.4|. Reported procedure: A suspension of 1-(tetrahydro-2H-pyran-4-yl)piperazine dihydrochloride (600 mg, 2.467 mmol) in anhydrous Ethanol (10 mL) was added solid NaHCO3 (1555 mg, 18.51 mmol) followed by cyanic bromide (523 mg, 4.93 mmol) and the mixture was stirred at ambient temperature. The mixture was diluted by 50 mL of CH2Cl2 and the solids were filtered off. The filtrated was concentrated in vacuo to afford to give the title compound (632 mg, 3.24 mmol, >100% yield). 1H NMR (400 MHz, Chloroform-d) δ ppm=4.02 (dd, ... The reactants are O=C(Cl)c1cccc(C(F)(F)F)c1, Cc1ccc(N)cc1[N+](=O)[O-], c1ccncc1. Yields the product Cc1ccc(NC(=O)c2cccc(C(F)(F)F)c2)cc1[N+](=O)[O-]. As a reaction SMILES: [F:1][C:2]([c:3]1[cH:4][c:5]([C:6](=[O:7])[Cl:8])[cH:9][cH:10][cH:11]1)([F:12])[F:13].[N+:14](=[O:15])([O-:16])[c:17]1[cH:18][c:19]([NH2:20])[cH:21][cH:22][c:23]1[CH3:24].[cH:25]1[cH:26][cH:27][n:28][cH:29][cH:30]1>>[F:1][C:2]([c:3]1[cH:4][c:5]([C:6](=[O:7])[NH:20][c:19]2[cH:18][c:17]([N+:14](=[O:15])[O-:16])[c:23]([CH3:24])[cH:22][cH:21]2)[cH:9][cH:10][cH:11]1)([F:12])[F:13]. Reactants: CC[SiH](CC)CC, Cc1cc2c(c(C)c1NC(=O)CC(C)(C)C)C(O)C(C)(C)O2, O, O=C(O)C(F)(F)F. Product: Cc1cc2c(c(C)c1NC(=O)CC(C)(C)C)CC(C)(C)O2. Reaction SMILES: [CH2:23]([SiH:24]([CH2:25][CH3:26])[CH2:27][CH3:28])[CH3:29].[CH3:1][C:2]([CH2:3][C:4](=[O:5])[NH:6][c:7]1[c:8]([CH3:20])[cH:9][c:10]2[c:11]([c:18]1[CH3:19])[CH:12]([OH:17])[C:13]([CH3:15])([CH3:16])[O:14]2)([CH3:21])[CH3:22].[OH2:30].[OH:31][C:32]([C:33]([F:34])([F:35])[F:36])=[O:37]>>[CH3:1][C:2]([CH2:3][C:4](=[O:5])[NH:6][c:7]1[c:8]([CH3:20])[cH:9][c:10]2[c:11]([c:18]1[CH3:19])[CH2:12][C:13]([CH3:15])([CH3:16])[O:14]2)([CH3:21])[CH3:22]. Reactants: BrCCCC\C=C/C=C\CCCCBr (cis-cis-1,12-Dibromo-dodeca-5,7-diene), N1=CC=CC=2CCCCC12 (5,6,7,8-tetrahydro-quinoline). Run in C(C)#N (acetonitrile). Product: [Br-].[Br-].C(CCC\C=C/C=C\CCCC[N+]1=CC=CC=2CCCCC12)[N+]1=CC=CC=2CCCCC12 (cis-cis-N,N′-(dodeca-5,7-diene-1,12-diyl)-bis-(5,6,7,8-tetrahydro-quinolinium)dibromide). Reaction SMILES: [Br:1][CH2:2][CH2:3][CH2:4][CH2:5]/[CH:6]=[CH:7]\[CH:8]=[CH:9]/[CH2:10][CH2:11][CH2:12][CH2:13]Br.[N:15]1[C:24]2[CH2:23][CH2:22][CH2:21][CH2:20][C:19]=2[CH:18]=[CH:17][CH:16]=1>C(#N)C>[Br-:1].[Br-:1].[CH2:2]([N+:15]1[C:24]2[CH2:23][CH2:22][CH2:21][CH2:20][C:19]=2[CH:18]=[CH:17][CH:16]=1)[CH2:3][CH2:4][CH2:5]/[CH:6]=[CH:7]\[CH:8]=[CH:9]/[CH2:10][CH2:11][CH2:12][CH2:13][N+:15]1[C:24]2[CH2:23][CH2:22][CH2:21][CH2:20][C:19]=2[CH:18]=[CH:17][CH:16]=1 |f:3.4.5|. Procedure: cis-cis-1,12-Dibromo-dodeca-5,7-diene was added to a solution of 5,6,7,8-tetrahydro-quinoline (3 mmol) in acetonitrile and the solution refluxed for 24 hours. The acetonitrile was removed in vacuum and the resulting residue was partitioned between ether and water. The aqueous layer was washed extensively with ether until no quinoline left in the aqueous layer. The resulting aqueous solution of the product was lyophilized to yield the pure product. (75%). 1HNMR (300 MHz, D2O, ppm), 8.35 (d, J=6.3... Starting materials: CC(=O)c1ccc(C2CC(C)(C)CC(C)(C)C2)c(N2CCN(C(=O)OC(C)(C)C)CC2)c1, CCOC(C)=O, CCOCC, CCCCCCC, Cl, [Na+], O=C([O-])O. The product is CC(=O)c1ccc(C2CC(C)(C)CC(C)(C)C2)c(N2CCNCC2)c1. Reaction SMILES: [C:1]([O:2][C:3](=[O:4])[N:8]1[CH2:9][CH2:10][N:11]([c:14]2[c:15]([CH:23]3[CH2:24][C:25]([CH3:31])([CH3:32])[CH2:26][C:27]([CH3:29])([CH3:30])[CH2:28]3)[cH:16][cH:17][c:18]([C:20]([CH3:21])=[O:22])[cH:19]2)[CH2:12][CH2:13]1)([CH3:5])([CH3:6])[CH3:7].[CH3:34][CH2:35][O:36][C:37](=[O:38])[CH3:39].[CH3:45][CH2:46][O:47][CH2:48][CH3:49].[CH3:50][CH2:51][CH2:52][CH2:53][CH2:54][CH2:55][CH3:56].[ClH:33].[Na+:40].[OH:41][C:42](=[O:43])[O-:44]>>[NH:8]1[CH2:9][CH2:10][N:11]([c:14]2[c:15]([CH:23]3[CH2:24][C:25]([CH3:31])([CH3:32])[CH2:26][C:27]([CH3:29])([CH3:30])[CH2:28]3)[cH:16][cH:17][c:18]([C:20]([CH3:21])=[O:22])[cH:19]2)[CH2:12][CH2:13]1.